This data is from the Open Reaction Database (ORD), a public repository of structured organic reaction records. The task is: describe an organic reaction: reactants, conditions, products, and yield Reactants: NC=1C(=NC=CC1)CCCC#N (3-amino-2-(3-cyanopropyl)pyridine), C1(=CC=CC=C1)S(=O)(=O)Cl (benzenesulphonyl chloride), N1=CC=CC=C1 (pyridine). Run in C(C)#N (acetonitrile). Run at time 8 hour. The product is C1(=CC=CC=C1)S(=O)(=O)NC=1C(=NC=CC1)CCCC#N (3-Benzenesulphonamido-2-(3-cyanopropyl)pyridine). RXN SMILES: [NH2:1][C:2]1[C:3]([CH2:8][CH2:9][CH2:10][C:11]#[N:12])=[N:4][CH:5]=[CH:6][CH:7]=1.[C:13]1([S:19](Cl)(=[O:21])=[O:20])[CH:18]=[CH:17][CH:16]=[CH:15][CH:14]=1.N1C=CC=CC=1>C(#N)C>[C:13]1([S:19]([NH:1][C:2]2[C:3]([CH2:8][CH2:9][CH2:10][C:11]#[N:12])=[N:4][CH:5]=[CH:6][CH:7]=2)(=[O:21])=[O:20])[CH:18]=[CH:17][CH:16]=[CH:15][CH:14]=1. Reported procedure: A solution of 3-amino-2-(3-cyanopropyl)pyridine* (5 g, 0.031 mole) in acetonitrile (50 ml) was treated with benzenesulphonyl chloride (4 ml) and pyridine (6 ml). The solution was allowed to stand at room temperature overnight when the solvent was removed in vacuo. The residue was dissolved in dilute sodium hydroxide (100 ml) and was extracted with chloroform (4×100 ml) the chloroform extracts being discarded. The aqueous layer was adjusted to pH=4 and extracted with chloroform (3×100 ml). The co... The reactants are BrC1=CC2=C(N=C(S2)[C@@H]2C[C@H](C2)N2CCCCC2)C=C1 (Trans-6-bromo-2-(3-piperidin-1-ylcyclobutyl)-1,3-benzothiazole), NC1=NC=CC=N1 (2-aminopyrimidine), C1(=CC=CC=C1)P(C1=C(C2=CC=CC=C2C=C1)C1=C(C=CC2=CC=CC=C12)P(C1=CC=CC=C1)C1=CC=CC=C1)C1=CC=CC=C1 (racemic-2,2′-bis(diphenylphosphino)-1,1′-binaphthyl), CC(C)([O-])C.[Na+] (sodium tert-butoxide). Reagents/catalysts: C=1C=CC(=CC1)/C=C/C(=O)/C=C/C2=CC=CC=C2.C=1C=CC(=CC1)/C=C/C(=O)/C=C/C2=CC=CC=C2.C=1C=CC(=CC1)/C=C/C(=O)/C=C/C2=CC=CC=C2.[Pd].[Pd] (tris(dibenzylideneacetone)dipalladium). Solvent: O (water), C1(=CC=CC=C1)C (Toluene). Reaction conditions: temperature 145 celsius, time 2 hour. Product: N1(CCCCC1)C1CC(C1)C=1SC2=C(N1)C=CC(=C2)NC2=NC=CC=N2 (Racemic-[2-(3-Piperidin-1-yl-cyclobutyl)-benzothiazole-6-yl]-pyrimidin-2-yl-amine). Reaction SMILES: Br[C:2]1[CH:20]=[CH:19][C:5]2[N:6]=[C:7]([C@H:9]3[CH2:12][C@H:11]([N:13]4[CH2:18][CH2:17][CH2:16][CH2:15][CH2:14]4)[CH2:10]3)[S:8][C:4]=2[CH:3]=1.[NH2:21][C:22]1[N:27]=[CH:26][CH:25]=[CH:24][N:23]=1.C1(P(C2C=CC=CC=2)C2C=CC3C(=CC=CC=3)C=2C2C3C(=CC=CC=3)C=CC=2P(C2C=CC=CC=2)C2C=CC=CC=2)C=CC=CC=1.CC(C)([O-])C.[Na+]>O.C1C=CC(/C=C/C(/C=C/C2C=CC=CC=2)=O)=CC=1.C1C=CC(/C=C/C(/C=C/C2C=CC=CC=2)=O)=CC=1.C1C=CC(/C=C/C(/C=C/C2C=CC=CC=2)=O)=CC=1.[Pd].[Pd].C1(C)C=CC=CC=1>[N:13]1([CH:11]2[CH2:12][CH:9]([C:7]3[S:8][C:4]4[CH:3]=[C:2]([NH:21][C:22]5[N:27]=[CH:26][CH:25]=[CH:24][N:23]=5)[CH:20]=[CH:19][C:5]=4[N:6]=3)[CH2:10]2)[CH2:18][CH2:17][CH2:16][CH2:15][CH2:14]1 |f:3.4,6.7.8.9.10|. Procedure: The product of Example 44A (trans-6-bromo-2-(3-piperidin-1-ylcyclobutyl)-1,3-benzothiazole) (100 mg, 0.285 mmole), 2-aminopyrimidine (35 mg, 0.368 mmole), tris(dibenzylideneacetone)dipalladium (0) (10.4 mg, 0.011 mmole), racemic-2,2′-bis(diphenylphosphino)-1,1′-binaphthyl (BINAP, 14 mg, 0.022 mmole) and sodium tert-butoxide (38 mg, 0.400 mmole) were charged in a tube and sealed. The tube was placed on high vacuum for 2 hours and refilled with nitrogen. Toluene (2 mL) was added and the reaction v... Starting materials: O=C([O-])O, NOCc1ccccc1, CN(C(=O)Cl)c1ccccc1, CCOCC, Cl, [Na+], [Na+], [Na+], [Na+], O=C([O-])[O-], [OH-], O. Yields the product CN(C(=O)NOCc1ccccc1)c1ccccc1. Reaction SMILES: [C:30](=[O:31])([OH:32])[O-:33].[CH2:2]([c:3]1[cH:4][cH:5][cH:6][cH:7][cH:8]1)[O:9][NH2:10].[CH3:13][N:14]([C:15](=[O:16])[Cl:17])[c:18]1[cH:19][cH:20][cH:21][cH:22][cH:23]1.[CH3:25][CH2:26][O:27][CH2:28][CH3:29].[ClH:1].[Na+:12].[Na+:34].[Na+:35].[Na+:36].[O-:37][C:38](=[O:39])[O-:40].[OH-:11].[OH2:24]>>[CH2:2]([c:3]1[cH:4][cH:5][cH:6][cH:7][cH:8]1)[O:9][NH:10][C:15]([N:14]([CH3:13])[c:18]1[cH:19][cH:20][cH:21][cH:22][cH:23]1)=[O:16].